Dataset: the Open Reaction Database (ORD), a public repository of structured organic reaction records. Task: describe an organic reaction: reactants, conditions, products, and yield Reactants: S(O)(O)(=O)=O (sulphuric acid), C(CCC)OC(C=C(C(CC=C(C)C)C)CC)=O (3-ethyl-4,7-dimethyl-2,6-octadienoic acid n-butyl ester). Run in C(=O)O (formic acid). Product: C(CCC)OC(=O)C1C(=C(CCC1(C)C)C)CC (2-ethyl-3,6,6-trimethyl-2-cyclohexene-1-carboxylic acid n-butyl ester). Yield: 68.9%. Reaction SMILES: S(=O)(=O)(O)O.[CH2:6]([O:10][C:11](=[O:23])[CH:12]=[C:13]([CH2:21][CH3:22])[CH:14]([CH3:20])[CH2:15][CH:16]=[C:17]([CH3:19])[CH3:18])[CH2:7][CH2:8][CH3:9]>C(O)=O>[CH2:6]([O:10][C:11]([CH:12]1[C:17]([CH3:19])([CH3:18])[CH2:16][CH2:15][C:14]([CH3:20])=[C:13]1[CH2:21][CH3:22])=[O:23])[CH2:7][CH2:8][CH3:9]. Procedure: A mixture of 81 ml of concentrated formic acid and 9 ml of concentrated sulphuric acid is cooled to 5°-10° C and there are cautiously added at this temperature 10 g (39.7 mmol) of 3-ethyl-4,7-dimethyl-2,6-octadienoic acid n-butyl ester. The mixture is left to come to room temperature and then stirred at room temperature for ca 1 hour. The mixture is then poured on to ice and extracted three times with hexane. The combined hexane solutions are washed once with water, twice with sodium bicarbonate...